Dataset: the Open Reaction Database (ORD), a public repository of structured organic reaction records. Task: describe an organic reaction: reactants, conditions, products, and yield Reactants: ice water, [N+](=O)([O-])[O-].[Na+] (Sodium nitrate), S(O)(O)(=O)=O (sulfuric acid), FC1=C(C(=O)O)C=CC=C1F (2,3-difluorobenzoic acid). Reaction conditions: time 0.5 hour. The product is FC1=C(C(=O)O)C=C(C=C1F)[N+](=O)[O-] (2,3-difluoro-5-nitrobenzoic acid). The yield is 79.3%. RXN SMILES: [N+:1]([O-:4])([O-])=[O:2].[Na+].S(=O)(=O)(O)O.[F:11][C:12]1[C:20]([F:21])=[CH:19][CH:18]=[CH:17][C:13]=1[C:14]([OH:16])=[O:15]>>[F:11][C:12]1[C:20]([F:21])=[CH:19][C:18]([N+:1]([O-:4])=[O:2])=[CH:17][C:13]=1[C:14]([OH:16])=[O:15] |f:0.1|. Procedure details: Sodium nitrate (1.7 g) was added to a concentrated sulfuric acid (7 ml) solution containing 2,3-difluorobenzoic acid (1.58 g), followed by stirring at room temperature for 0.5 hours. The reaction solution was poured into ice water, followed by extraction with ethyl acetate. The organic layers were dried over anhydrous sodium sulfate. The solvent was distilled away under reduced pressure, the obtained residue was purified by silica gel chromatography (n-hexane:ethyl acetate=1:0 to 4:1). A light y... Reactants: [N+](=O)([O-])C1=C(C=CC=C1)CC(=O)O (2-Nitrophenylacetic acid), C(C(=O)Cl)(=O)Cl (oxalyl chloride). The reagents and catalysts are CN(C)C=O (DMF). Solvent: ClCCl (dichloromethane). Conditions: time 3 hour. Yields the product [N+](=O)([O-])C1=C(C=CC=C1)CC(=O)Cl ((2-nitrophenyl)acetyl chloride). As a reaction SMILES: [N+:1]([C:4]1[CH:9]=[CH:8][CH:7]=[CH:6][C:5]=1[CH2:10][C:11]([OH:13])=O)([O-:3])=[O:2].C(Cl)(=O)C([Cl:17])=O>ClCCl.CN(C=O)C>[N+:1]([C:4]1[CH:9]=[CH:8][CH:7]=[CH:6][C:5]=1[CH2:10][C:11]([Cl:17])=[O:13])([O-:3])=[O:2]. Procedure details: 2-Nitrophenylacetic acid (15.0 g, 82.8 mmol) was dissolved in 330 mL of dichloromethane. Three drops of DMF were added, followed by dropwise addition of oxalyl chloride (14.4 mL, 165.6 mmol). The reaction was allowed to stir at ambient temperature for 3 hours, at which time the reaction was concentrated under reduced pressure to afford (2-nitrophenyl)acetyl chloride. Starting materials: C1=CC2=C(C=C1N=C=O)C(OC(O2)(F)F)(F)F (2,2,4,4-tetrafluoro-6-isocyanato-1,3-benzodioxene), COC(=O)C1=NC=CC(=C1)OC1=CC(=CC=C1)N (4-(3-aminophenoxy)pyridine-2-carboxylic acid methyl ester). Run in C(Cl)Cl (DCM). Conditions: time 12 hour. Product: FC1(OC(C2=C(O1)C=CC(=C2)NC(=O)NC=2C=C(OC1=CC(=NC=C1)C(=O)OC)C=CC2)(F)F)F (Methyl 4-[3-({[(2,2,4,4-tetrafluoro-4H-1,3-benzodioxin-6-yl)amino]-carbonyl}amino)phenoxy]pyridine-2-carboxylate). RXN SMILES: [CH:1]1[C:6]([N:7]=[C:8]=[O:9])=[CH:5][C:4]2[C:10]([F:17])([F:16])[O:11][C:12]([F:15])([F:14])[O:13][C:3]=2[CH:2]=1.[CH3:18][O:19][C:20]([C:22]1[CH:27]=[C:26]([O:28][C:29]2[CH:34]=[CH:33][CH:32]=[C:31]([NH2:35])[CH:30]=2)[CH:25]=[CH:24][N:23]=1)=[O:21]>C(Cl)Cl>[F:14][C:12]1([F:15])[O:13][C:3]2[CH:2]=[CH:1][C:6]([NH:7][C:8]([NH:35][C:31]3[CH:30]=[C:29]([CH:34]=[CH:33][CH:32]=3)[O:28][C:26]3[CH:25]=[CH:24][N:23]=[C:22]([C:20]([O:19][CH3:18])=[O:21])[CH:27]=3)=[O:9])=[CH:5][C:4]=2[C:10]([F:16])([F:17])[O:11]1. Procedure: To a stirring solution of 2,2,4,4-tetrafluoro-6-isocyanato-1,3-benzodioxene (0.816 g, 3.28 mmol) was added 4-(3-aminophenoxy)pyridine-2-carboxylic acid methyl ester (0.800 g, 3.28 mmol) in DCM (13 mL) in portions. The homogenous contents turned white and opaque within 1 min. of addition, and were allowed to stir at room temperature for 12 h. The heterogenous mixture was filtered, and solid product repeatedly washed with DCM to remove residual starting material. The desired product was collected ...